Dataset: the Open Reaction Database (ORD), a public repository of structured organic reaction records. Task: describe an organic reaction: reactants, conditions, products, and yield Starting materials: N1(CCC1)C[C@H](N)C1=CC(=C(C=C1)Cl)C(F)(F)F ((R)-2-(azetidin-1-yl)-1-(4-chloro-3-(trifluoromethyl)phenyl)ethanamine), OC=1C2=C(N=CN1)C(=CN=C2)C(=O)N (4-hydroxypyrido[4,3-d]pyrimidine-8-carboxamide). Yields the product N1(CCC1)C[C@@H](C1=CC(=C(C=C1)Cl)C(F)(F)F)NC=1C2=C(N=CN1)C(=CN=C2)C(=O)N ((R)-4-((2-(azetidin-1-yl)-1-(4-chloro-3-(trifluoromethyl)phenyl)ethyl)amino)pyrido[4,3-d]pyrimidine-8-carboxamide). As a reaction SMILES: [N:1]1([CH2:5][C@@H:6]([C:8]2[CH:13]=[CH:12][C:11]([Cl:14])=[C:10]([C:15]([F:18])([F:17])[F:16])[CH:9]=2)[NH2:7])[CH2:4][CH2:3][CH2:2]1.O[C:20]1[C:21]2[CH:29]=[N:28][CH:27]=[C:26]([C:30]([NH2:32])=[O:31])[C:22]=2[N:23]=[CH:24][N:25]=1>>[N:1]1([CH2:5][C@H:6]([NH:7][C:20]2[C:21]3[CH:29]=[N:28][CH:27]=[C:26]([C:30]([NH2:32])=[O:31])[C:22]=3[N:23]=[CH:24][N:25]=2)[C:8]2[CH:13]=[CH:12][C:11]([Cl:14])=[C:10]([C:15]([F:18])([F:16])[F:17])[CH:9]=2)[CH2:4][CH2:3][CH2:2]1. Reported procedure: Compound 19 was prepared following general synthetic scheme 7 wherein (R)-2-(azetidin-1-yl)-1-(4-chloro-3-(trifluoromethyl)phenyl)ethanamine was reacted with 4-hydroxypyrido[4,3-d]pyrimidine-8-carboxamide to give the title compound as an off-white solid. LC-MS [451 (M+1)], 1H NMR (400 MHz, Chloroform-d) δ 10.43 (s, 1H), 9.75 (s, 1H), 9.59 (s, 1H), 8.62 (s, 1H), 7.98 (s, 1H), 7.69 (s, 1H), 7.48 (d, 2H), 6.12 (s, 1H), 5.18 (d, 1H), 3.25 (dq, 4H), 3.05-2.89 (m, 2H), 2.14 (p, 2H). Starting materials: CS(=O)(=O)OCC1=CC=C(C=C1)C1=C(C=CC=C1)C=1N=NN(N1)C(C1=CC=CC=C1)(C1=CC=CC=C1)C1=CC=CC=C1 (5-(4'-Methanesulfonyloxymethyl-1,1'-biphenyl-2-yl)-2-triphenylmethyl-2H-tetrazole), C(CCC)C=1NC(=C(N1)Cl)C=O (2-n-butyl-4-chloro-1H-imidazole-5-carboxaldehyde), [BH4-].[Na+] (sodium borohydride). Run in O (water), O (Water). Conditions: time 8 hour. Product: C(CCC)C=1N(C(=C(N1)Cl)CO)CC1=CC=C(C=C1)C1=C(C=CC=C1)C=1N=NN(N1)C(C1=CC=CC=C1)(C1=CC=CC=C1)C1=CC=CC=C1 (2-n-Butyl-4-chloro-1-[(2'-(2-triphenylmethyl-2H-tetrazol-5-yl)-1,1'-biphenyl-4-yl)methyl]-1H-imidazole-5-methanol). As a reaction SMILES: CS(O[CH2:6][C:7]1[CH:12]=[CH:11][C:10]([C:13]2[CH:18]=[CH:17][CH:16]=[CH:15][C:14]=2[C:19]2[N:20]=[N:21][N:22]([C:24]([C:37]3[CH:42]=[CH:41][CH:40]=[CH:39][CH:38]=3)([C:31]3[CH:36]=[CH:35][CH:34]=[CH:33][CH:32]=3)[C:25]3[CH:30]=[CH:29][CH:28]=[CH:27][CH:26]=3)[N:23]=2)=[CH:9][CH:8]=1)(=O)=O.[CH2:43]([C:47]1[NH:48][C:49]([CH:53]=[O:54])=[C:50]([Cl:52])[N:51]=1)[CH2:44][CH2:45][CH3:46].[BH4-].[Na+]>O>[CH2:43]([C:47]1[N:48]([CH2:6][C:7]2[CH:8]=[CH:9][C:10]([C:13]3[CH:18]=[CH:17][CH:16]=[CH:15][C:14]=3[C:19]3[N:20]=[N:21][N:22]([C:24]([C:37]4[CH:42]=[CH:41][CH:40]=[CH:39][CH:38]=4)([C:31]4[CH:32]=[CH:33][CH:34]=[CH:35][CH:36]=4)[C:25]4[CH:30]=[CH:29][CH:28]=[CH:27][CH:26]=4)[N:23]=3)=[CH:11][CH:12]=2)[C:49]([CH2:53][OH:54])=[C:50]([Cl:52])[N:51]=1)[CH2:44][CH2:45][CH3:46] |f:2.3|. Procedure details: To the reaction mixture of Example 10 was added 2-n-butyl-4-chloro-1H-imidazole-5-carboxaldehyde (0.01 m=1.86 g). The reaction was stirred overnight at room temperature. Water (0.87 mL) was added dropwise followed by sodium borohydride pellets (0.37 g). After stirring for 5 hours, the reaction mixture was added slowly to 100 mL water containing 3 mL acetone. The temperature was maintained at about 25° C. during the addition. The resultant slurry was stirred for an additional 45 minutes, then fil...